The task is: describe an organic reaction: reactants, conditions, products, and yield. This data is from the Open Reaction Database (ORD), a public repository of structured organic reaction records. The reactants are CC1CC(=O)N(C(=O)OC(C)(C)C)c2ncnc(Cl)c21, Cl, [NH4+], [OH-], O. Yields the product CC1CC(=O)Nc2ncnc(Cl)c21. As a reaction SMILES: [Cl:1][c:2]1[c:3]2[c:4]([n:5][cH:6][n:7]1)[N:8]([C:14]([O:15][C:16]([CH3:17])([CH3:18])[CH3:19])=[O:20])[C:9](=[O:13])[CH2:10][CH:11]2[CH3:12].[ClH:21].[NH4+:22].[OH-:23].[OH2:24]>>[Cl:1][c:2]1[c:3]2[c:4]([n:5][cH:6][n:7]1)[NH:8][C:9](=[O:13])[CH2:10][CH:11]2[CH3:12].